From a dataset of the Open Reaction Database (ORD), a public repository of structured organic reaction records. describe an organic reaction: reactants, conditions, products, and yield Yields the product CC(C)(C)OC(=O)NCCOCCOc1ccc(Cc2cc(C3OC(CO)C(O)C(O)C3O)ccc2Cl)cc1. Reactants: O=C([O-])[O-], CC(C)(C)OC(=O)NCCOCCOS(C)(=O)=O, OCC1OC(c2ccc(Cl)c(Cc3ccc(O)cc3)c2)C(O)C(O)C1O, [Cs+], [Cs+], CN(C)C=O. RXN SMILES: [C:45](=[O:46])([O-:47])[O-:48].[CH3:27][S:28]([O:29][CH2:32][CH2:33][O:34][CH2:35][CH2:36][NH:37][C:38](=[O:39])[O:40][C:41]([CH3:42])([CH3:43])[CH3:44])(=[O:30])=[O:31].[Cl:1][c:2]1[c:3]([CH2:19][c:20]2[cH:21][cH:22][c:23]([OH:26])[cH:24][cH:25]2)[cH:4][c:5]([CH:8]2[O:9][CH:10]([CH2:17][OH:18])[CH:11]([OH:16])[CH:12]([OH:15])[CH:13]2[OH:14])[cH:6][cH:7]1.[Cs+:49].[Cs+:50].[O:51]=[CH:52][N:53]([CH3:54])[CH3:55]>>[Cl:1][c:2]1[c:3]([CH2:19][c:20]2[cH:21][cH:22][c:23]([O:26][CH2:32][CH2:33][O:34][CH2:35][CH2:36][NH:37][C:38](=[O:39])[O:40][C:41]([CH3:42])([CH3:43])[CH3:44])[cH:24][cH:25]2)[cH:4][c:5]([CH:8]2[O:9][CH:10]([CH2:17][OH:18])[CH:11]([OH:16])[CH:12]([OH:15])[CH:13]2[OH:14])[cH:6][cH:7]1. The reactants are C(C)OC(C(CC=1C=NC(=CC1)C1=CC(=CC=C1)[N+](=O)[O-])NC(=O)C1(CCCC1)NC(C(C(C)C)SC(C)=O)=O)=O (2-{[1-(2-acetylthio-3-methyl-butanoylamino)-cyclopentanecarbonyl]-amino}-3-[6-(3-nitro-phenyl)-pyridin-3-yl]-propanoic acid ethyl ester). Reagents/catalysts: [Pd] (Pd/C). Solvent: CCO (EtOH). Reaction conditions: time 18 hour. The product is C(C)OC(C(CC=1C=NC(=CC1)C1=CC(=CC=C1)N)NC(=O)C1(CCCC1)NC(C(C(C)C)SC(C)=O)=O)=O (2-{[1-(2-Acetylthio-3-methyl-butanoylamino)-cyclopentanecarbonyl]-amino}-3-[6-(3-amino-phenyl)-pyridin-3-yl]-propionic acid ethyl ester). Reaction SMILES: [CH2:1]([O:3][C:4](=[O:41])[CH:5]([NH:22][C:23]([C:25]1([NH:30][C:31](=[O:40])[CH:32]([S:36][C:37](=[O:39])[CH3:38])[CH:33]([CH3:35])[CH3:34])[CH2:29][CH2:28][CH2:27][CH2:26]1)=[O:24])[CH2:6][C:7]1[CH:8]=[N:9][C:10]([C:13]2[CH:18]=[CH:17][CH:16]=[C:15]([N+:19]([O-])=O)[CH:14]=2)=[CH:11][CH:12]=1)[CH3:2]>CCO.[Pd]>[CH2:1]([O:3][C:4](=[O:41])[CH:5]([NH:22][C:23]([C:25]1([NH:30][C:31](=[O:40])[CH:32]([S:36][C:37](=[O:39])[CH3:38])[CH:33]([CH3:35])[CH3:34])[CH2:26][CH2:27][CH2:28][CH2:29]1)=[O:24])[CH2:6][C:7]1[CH:8]=[N:9][C:10]([C:13]2[CH:18]=[CH:17][CH:16]=[C:15]([NH2:19])[CH:14]=2)=[CH:11][CH:12]=1)[CH3:2]. Reported procedure: A suspension of 2-{[1-(2-acetylthio-3-methyl-butanoylamino)-cyclopentanecarbonyl]-amino}-3-[6-(3-nitro-phenyl)-pyridin-3-yl]-propanoic acid ethyl ester (110 mg) and 25 mg of 10% Pd/C in 10 mL of EtOH is stirred under a H2 atmosphere for 18 h. The catalyst is filtered off, and the reaction mixture is concentrated in vacuo. The residue is purified by chromatography on silica gel (50% EtOAc/hexane) to produce yellow product; 1H NMR (250 MHz, CDCl3) δ8.39 (d, 1H), 7.60 (s, 2H), 7.10-7.36 (m, 3H), 6....